From a dataset of the Open Reaction Database (ORD), a public repository of structured organic reaction records. describe an organic reaction: reactants, conditions, products, and yield Starting materials: O (Water), OOS(=O)[O-].[K+] (Oxone), C1(=CC=CC=C1)SC1C(CC(C=2C(=NN(C12)C1=NC=CC=C1)C)=O)(C)C (7-phenylthio-1-(2-pyridyl)-3,6,6-trimethyl-4-oxo-4,5,6,7-tetrahydroindazole), O (water). The solvent is CO (methanol). Run at temperature 0 celsius, time 1.5 hour. Yields the product C1(=CC=CC=C1)S(=O)(=O)C1C(CC(C=2C(=NN(C12)C1=NC=CC=C1)C)=O)(C)C (7-Phenylsulfonyl-1-(2-pyridyl)-3,6,6-trimethyl-4-oxo-4,5,6,7-tetrahydroindazole). Yield: 61.0%. As a reaction SMILES: [OH:1]OS([O-])=O.[K+].[C:7]1([S:13][CH:14]2[C:22]3[N:21]([C:23]4[CH:28]=[CH:27][CH:26]=[CH:25][N:24]=4)[N:20]=[C:19]([CH3:29])[C:18]=3[C:17](=[O:30])[CH2:16][C:15]2([CH3:32])[CH3:31])[CH:12]=[CH:11][CH:10]=[CH:9][CH:8]=1.[OH2:33]>CO>[C:7]1([S:13]([CH:14]2[C:22]3[N:21]([C:23]4[CH:28]=[CH:27][CH:26]=[CH:25][N:24]=4)[N:20]=[C:19]([CH3:29])[C:18]=3[C:17](=[O:30])[CH2:16][C:15]2([CH3:32])[CH3:31])(=[O:1])=[O:33])[CH:8]=[CH:9][CH:10]=[CH:11][CH:12]=1 |f:0.1|. Reported procedure: A solution of Oxone (2 g, 3.2 mmol) in 6 ml of water was added dropwise to a solution of 7-phenylthio-1-(2-pyridyl)-3,6,6-trimethyl-4-oxo-4,5,6,7-tetrahydroindazole (0.24 g, 0.66 mmol), prepared as described in example 8, in methanol (6 ml), maintained under stirring at 0° C. After the addition was complete, the reaction mixture was allowed to warm to room temperature and stirring was continued for about 1.5 hours. Water was then added and the mixture was extracted with dichloromethane. The comb... The reactants are C(CCCCCCCCCCCCCCCCC)[Mg]Br (octadecylmagnesium bromide), Cl[Si](C1=CC=CC=C1)(C1=CC=CC=C1)Cl (dichlorodiphenylsilane), cuprous cyanide, Cl[Si](C1=CC=CC=C1)(C1=CC=CC=C1)Cl (dichlorodiphenylsilane). Product: C(CCCCCCCCCCCCCCCCC)[Si](C1=CC=CC=C1)(C1=CC=CC=C1)CCCCCCCCCCCCCCCCCC (dioctadecyldiphenylsilane). Isolated yield 78.0%. RXN SMILES: [CH2:1]([Mg]Br)[CH2:2][CH2:3][CH2:4][CH2:5][CH2:6][CH2:7][CH2:8][CH2:9][CH2:10][CH2:11][CH2:12][CH2:13][CH2:14][CH2:15][CH2:16][CH2:17][CH3:18].Cl[Si:22](Cl)([C:29]1[CH:34]=[CH:33][CH:32]=[CH:31][CH:30]=1)[C:23]1[CH:28]=[CH:27][CH:26]=[CH:25][CH:24]=1>>[CH2:1]([Si:22]([CH2:18][CH2:17][CH2:16][CH2:15][CH2:14][CH2:13][CH2:12][CH2:11][CH2:10][CH2:9][CH2:8][CH2:7][CH2:6][CH2:5][CH2:4][CH2:3][CH2:2][CH3:1])([C:29]1[CH:34]=[CH:33][CH:32]=[CH:31][CH:30]=1)[C:23]1[CH:28]=[CH:27][CH:26]=[CH:25][CH:24]=1)[CH2:2][CH2:3][CH2:4][CH2:5][CH2:6][CH2:7][CH2:8][CH2:9][CH2:10][CH2:11][CH2:12][CH2:13][CH2:14][CH2:15][CH2:16][CH2:17][CH3:18]. Procedure details: The first portion of the octadecylmagnesium bromide was cooled to 0° and cuprous cyanide (0.12 g 1.34 mmoles) was added with stirring. Then dichlorodiphenylsilane (1.95 ml, 9.27 mmoles) was added. The reaction mixture was stirred at 10° for 140 minutes. Gas chromatographic analysis showed that most of the dichlorodiphenylsilane had disappeared during the first hour of reaction. The mixture was then stirred at room temperature for about 16 hours (i.e. overnight). The reaction mixture was then fil... Reactants: NC1=C(C(=O)OCC)C=CC(=C1)N (ethyl 2,4-diaminobenzoate), COCC(=O)Cl (methoxyacetyl chloride). The solvent is N1=CC=CC=C1 (pyridine). Conditions: time 3 hour. Yields the product COCC(=O)NC1=C(C(=O)OCC)C=CC(=C1)NC(COC)=O (ethyl 2,4-bis(methoxyacetylamino)benzoate). Reaction SMILES: [NH2:1][C:2]1[CH:12]=[C:11]([NH2:13])[CH:10]=[CH:9][C:3]=1[C:4]([O:6][CH2:7][CH3:8])=[O:5].[CH3:14][O:15][CH2:16][C:17](Cl)=[O:18]>N1C=CC=CC=1>[CH3:14][O:15][CH2:16][C:17]([NH:1][C:2]1[CH:12]=[C:11]([NH:13][C:17](=[O:18])[CH2:16][O:15][CH3:14])[CH:10]=[CH:9][C:3]=1[C:4]([O:6][CH2:7][CH3:8])=[O:5])=[O:18]. Procedure: To a solution of ethyl 2,4-diaminobenzoate (3.6 g) in pyridine (80 ml) is added dropwise methoxyacetyl chloride (4.0 ml) at room temperature. The mixture is stirred at room temperature for 3 hours, and thereafter, pyridine is distilled off under reduced pressure. To the residue are added water and chloroform. The organic layer is separated and washed with water and then with aqueous saturated sodium chloride solution, and dried over anhydrous sodium sulfate. The solvent is distilled off under re... Reactants: O=C(O)c1cc(O)c2cc(Br)ccc2n1, ClC(Cl)Cl. Product: Oc1ccnc2ccc(Br)cc12. RXN SMILES: [C:1]([OH:2])(=[O:3])[c:4]1[n:5][c:6]2[cH:7][cH:8][c:9]([Br:15])[cH:10][c:11]2[c:12]([OH:14])[cH:13]1.[CH:16]([Cl:17])([Cl:18])[Cl:19]>>[cH:4]1[n:5][c:6]2[cH:7][cH:8][c:9]([Br:15])[cH:10][c:11]2[c:12]([OH:14])[cH:13]1. Reported procedure: Step 2): A solution of 3-chloro-2-nitro-N-(1-diphenylmethylpiperidin-4-yl)benzamide (13.5 g, 30 mmol) and 40% dimethylamine (20 ml) in DMF (60 ml) was heated at 130° C. for 15.5 hours in a sealed tube. The mixture was poured into water and extracted with ether. The organic layer was washed with water, dried (MgSO4) and concentrated. The residue was recrystallized (ethyl acetate/hexane) to give 3-dimethylamino-2-nitro-N-(1-diphenylmethyl piperidin-4-yl)benzamide (88.5%): mp 176° C. Starting materials: ClC=1C(=C(C(=O)NC2CCN(CC2)C(C2=CC=CC=C2)C2=CC=CC=C2)C=CC1)[N+](=O)[O-] (3-chloro-2-nitro-N-(1-diphenylmethylpiperidin-4-yl)benzamide), CNC (dimethylamine), O (water). Run in CN(C)C=O (DMF). Yield: 88.5%. As a reaction SMILES: Cl[C:2]1[C:3]([N+:30]([O-:32])=[O:31])=[C:4]([CH:27]=[CH:28][CH:29]=1)[C:5]([NH:7][CH:8]1[CH2:13][CH2:12][N:11]([CH:14]([C:21]2[CH:26]=[CH:25][CH:24]=[CH:23][CH:22]=2)[C:15]2[CH:20]=[CH:19][CH:18]=[CH:17][CH:16]=2)[CH2:10][CH2:9]1)=[O:6].[CH3:33][NH:34][CH3:35].O>CN(C=O)C>[CH3:33][N:34]([CH3:35])[C:2]1[C:3]([N+:30]([O-:32])=[O:31])=[C:4]([CH:27]=[CH:28][CH:29]=1)[C:5]([NH:7][CH:8]1[CH2:13][CH2:12][N:11]([CH:14]([C:21]2[CH:26]=[CH:25][CH:24]=[CH:23][CH:22]=2)[C:15]2[CH:20]=[CH:19][CH:18]=[CH:17][CH:16]=2)[CH2:10][CH2:9]1)=[O:6]. The product is CN(C=1C(=C(C(=O)NC2CCN(CC2)C(C2=CC=CC=C2)C2=CC=CC=C2)C=CC1)[N+](=O)[O-])C (3-dimethylamino-2-nitro-N-(1-diphenylmethyl piperidin-4-yl)benzamide). The reactants are COCCCCCCOc1ccc(-c2nnc(-c3ccc(C(=O)OC)cc3)s2)cc1, CO, [Na+], C1CCOC1, [OH-], O. Yields the product COCCCCCCOc1ccc(-c2nnc(-c3ccc(C(=O)O)cc3)s2)cc1. RXN SMILES: [CH3:1][O:2][CH2:3][CH2:4][CH2:5][CH2:6][CH2:7][CH2:8][O:9][c:10]1[cH:11][cH:12][c:13](-[c:16]2[n:17][n:18][c:19](-[c:21]3[cH:22][cH:23][c:24]([C:25](=[O:26])[O:27][CH3:28])[cH:29][cH:30]3)[s:20]2)[cH:14][cH:15]1.[CH3:33][OH:34].[Na+:32].[O:36]1[CH2:37][CH2:38][CH2:39][CH2:40]1.[OH-:31].[OH2:35]>>[CH3:1][O:2][CH2:3][CH2:4][CH2:5][CH2:6][CH2:7][CH2:8][O:9][c:10]1[cH:11][cH:12][c:13](-[c:16]2[n:17][n:18][c:19](-[c:21]3[cH:22][cH:23][c:24]([C:25](=[O:26])[OH:27])[cH:29][cH:30]3)[s:20]2)[cH:14][cH:15]1.